This data is from the Open Reaction Database (ORD), a public repository of structured organic reaction records. The task is: describe an organic reaction: reactants, conditions, products, and yield Starting materials: BrCCC1=CC=C(C=C1)[N+](=O)[O-] (4-(2-bromoethyl)-nitrobenzene), CN (methylamine), Cl (hydrochloric acid). Run in O (water), ClCCl (dichloromethane). Conditions: time 15 hour. Yields the product CNCCC1=CC=C(C=C1)[N+](=O)[O-] (4-(2-methylamino-ethyl)-nitrobenzene). Reaction SMILES: [CH3:1][NH2:2].Br[CH2:4][CH2:5][C:6]1[CH:11]=[CH:10][C:9]([N+:12]([O-:14])=[O:13])=[CH:8][CH:7]=1.Cl>ClCCl.O>[CH3:1][NH:2][CH2:4][CH2:5][C:6]1[CH:11]=[CH:10][C:9]([N+:12]([O-:14])=[O:13])=[CH:8][CH:7]=1. Procedure details: 2.7 g (86 mmol) of methylamine are dissolved in 120 ml of dichloromethane while cooling with ice. 4.9 g (21 mmol) of 4-(2-bromoethyl)-nitrobenzene are added and the mixture is allowed to come up slowly to ambient temperature. After 15 hours stirring the solvent is eliminated in vacuo and the residue taken up in water. An acid pH is created using 2 N hydrochloric acid and the mixture is washed with dichloromethane. The aqueous phase is then adjusted to a basic pH using 4 N sodium hydroxide soluti... Starting materials: Cl (hydrochloric acid), C(#N)C=1C=C(C=CC1)C1(CCN(CC1)C(=O)OC(C)(C)C)C#N (4-(3-cyanophenyl)-1-tert-butoxycarbonyl-piperidine-4-carbonitrile), [H][H] (hydrogen). Reagents/catalysts: [Pd] (Pd/C). The solvent is C(C)O (ethanol). Run at time 3 hour. Yields the product NCC=1C=C(C=CC1)C1(CCN(CC1)C(=O)OC(C)(C)C)C#N (4-(3-Aminomethyl-phenyl)-1-tert-butoxycarbonyl-piperidine-4-carbonitrile). The yield is 63.4%. As a reaction SMILES: [C:1]([C:3]1[CH:4]=[C:5]([C:9]2([C:22]#[N:23])[CH2:14][CH2:13][N:12]([C:15]([O:17][C:18]([CH3:21])([CH3:20])[CH3:19])=[O:16])[CH2:11][CH2:10]2)[CH:6]=[CH:7][CH:8]=1)#[N:2].Cl.[H][H]>C(O)C.[Pd]>[NH2:2][CH2:1][C:3]1[CH:4]=[C:5]([C:9]2([C:22]#[N:23])[CH2:10][CH2:11][N:12]([C:15]([O:17][C:18]([CH3:19])([CH3:20])[CH3:21])=[O:16])[CH2:13][CH2:14]2)[CH:6]=[CH:7][CH:8]=1. Procedure: To a mixture of 0.31 g (1 mmole) of 4-(3-cyanophenyl)-1-tert-butoxycarbonyl-piperidine-4-carbonitrile in 30 ml of absolute ethanol was added 0.08 ml (1 mmole) of conc. hydrochloric acid followed by 30 mg of 5% Pd/C. The mixture was agitated in a Parr shaker for 3 hours at 30 lbs. of pressure of hydrogen. The mixture was filtered through celite and the filtrate was evaporated. The residue was treated with ether and was stirred for 30 minutes and was filtered. The filter cake was treated with aque... Reactants: ClC1=CC=2C3=C(NC2C=C1)CCN(C3)C (8-chloro-2,3,4,5-tetrahydro-2-methyl-1H-pyrido[4,3-b]indole), C(=C)C1=NC=CC=C1 (2-vinylpyridine), [Na] (sodium). The reagents and catalysts are [O-]S(=O)(=O)[O-].[Cu+2] (CuSO4). The solvent is C(C)O (ethanol). The product is ClC1=CC=2C3=C(N(C2C=C1)CCC1=NC=CC=C1)CCN(C3)C (8-chloro-2,3,4,5-tetrahydro-2-methyl-5-(2-(pyridin-2-yl)ethyl)-1H-pyrido[4,3-b]indole). The yield is 11.7%. Reaction SMILES: [Cl:1][C:2]1[CH:10]=[CH:9][C:8]2[NH:7][C:6]3[CH2:11][CH2:12][N:13]([CH3:15])[CH2:14][C:5]=3[C:4]=2[CH:3]=1.[CH:16]([C:18]1[CH:23]=[CH:22][CH:21]=[CH:20][N:19]=1)=[CH2:17].[Na]>C(O)C.[O-]S([O-])(=O)=O.[Cu+2]>[Cl:1][C:2]1[CH:10]=[CH:9][C:8]2[N:7]([CH2:17][CH2:16][C:18]3[CH:23]=[CH:22][CH:21]=[CH:20][N:19]=3)[C:6]3[CH2:11][CH2:12][N:13]([CH3:15])[CH2:14][C:5]=3[C:4]=2[CH:3]=1 |f:4.5,^1:23|. Procedure: The title compound was prepared according to General Method 3. 8-Chloro-2,3,4,5-tetrahydro-2-methyl-5-(2-(pyridin-2-yl)ethyl)-1H-pyrido[4,3-b]indole was prepared from 8-chloro-2,3,4,5-tetrahydro-2-methyl-1H-pyrido[4,3-b]indole (See Example 4) (220 mg, 1 mmol), 2-vinylpyridine (1 ml, 18 mmol), sodium (20 mg, 0.87 g atom) and CuSO4 (20 mg, catalytic) in ethanol (5 mL) at 150° C. for 16 h (overnight) to obtain 38 mg of 8-chloro-2,3,4,5-tetrahydro-2-methyl-5-(2-(pyridin-2-yl)ethyl)-1H-pyrido[4,3-b]i... Starting materials: C(C)(=O)O (acetic acid), C(#N)[BH3-].[Na+] (sodium cyanoborohydride), C(C)(=O)O (acetic acid), C(#N)C(C(=O)OCC)=CC1=CC(=C(C2=C1C=CCO2)OC)OC (ethyl 2-cyano-3-(7,8-dimethoxy-2H-1-benzopyran-5-yl)propenoate), CC1=C(C=C(C(=C1Br)O)Br)C2(C=3C=CC=CC3S(=O)(=O)O2)C=4C=C(C(=C(C4C)Br)O)Br (bromocresol green), C(C)(=O)O (acetic acid). The solvent is C(C)O (ethanol), C(C)O (ethanol). Conditions: time 2 hour. Yields the product C(#N)C(C(=O)OCC)CC1=CC(=C(C2=C1C=CCO2)OC)OC (Ethyl 2-cyano-3-(7,8-dimethoxy-2H-1-benzopyran-5-yl)propanoate). RXN SMILES: [C:1]([C:3](=[CH:9][C:10]1[C:15]2[CH:16]=[CH:17][CH2:18][O:19][C:14]=2[C:13]([O:20][CH3:21])=[C:12]([O:22][CH3:23])[CH:11]=1)[C:4]([O:6][CH2:7][CH3:8])=[O:5])#[N:2].C(O)(=O)C.CC1C(Br)=C(O)C(Br)=CC=1C1(C2C=C(Br)C(O)=C(Br)C=2C)OS(=O)(=O)C2C=CC=CC1=2.C([BH3-])#N.[Na+]>C(O)C>[C:1]([CH:3]([CH2:9][C:10]1[C:15]2[CH:16]=[CH:17][CH2:18][O:19][C:14]=2[C:13]([O:20][CH3:21])=[C:12]([O:22][CH3:23])[CH:11]=1)[C:4]([O:6][CH2:7][CH3:8])=[O:5])#[N:2] |f:3.4|. Procedure: A mixture of ethyl 2-cyano-3-(7,8-dimethoxy-2H-1-benzopyran-5-yl)propenoate (19.8 g, 0.63 mole) in ethanol (500 mL) under nitrogen was treated with acetic acid (4 mL) and a trace of bromocresol green and heated to reflux. Heating was discontinued and sodium cyanoborohydride (4.4 g, 0.07 mole) in ethanol (100 mL) was co-added with additional acetic acid (11 mL). The mixture was stirred under nitrogen for 2 hr, acetic acid (10 mL) added and the ethanol removed under reduced pressure. The resultant... The reactants are Nc1cc(Br)ccc1NCC1CC1, CC(C)(C)CC(=O)Cl, CCOC(C)=O. Product: CC(C)(C)CC(=O)Nc1cc(Br)ccc1NCC1CC1. As a reaction SMILES: [Br:1][c:2]1[cH:3][c:4]([NH2:13])[c:5]([NH:8][CH2:9][CH:10]2[CH2:11][CH2:12]2)[cH:6][cH:7]1.[C:14]([CH3:15])([CH3:16])([CH3:17])[CH2:18][C:19](=[O:20])[Cl:21].[CH3:22][CH2:23][O:24][C:25](=[O:26])[CH3:27]>>[Br:1][c:2]1[cH:3][c:4]([NH:13][C:19]([CH2:18][C:14]([CH3:15])([CH3:16])[CH3:17])=[O:20])[c:5]([NH:8][CH2:9][CH:10]2[CH2:11][CH2:12]2)[cH:6][cH:7]1. The reactants are ClC=1C=[N+](C(=C(C(=O)OC)C1)C1=CC(=CC=C1)F)[O-] (Methyl 5-chloro-2-(3-fluorophenyl)nicotinate 1-oxide), P(=O)(Cl)(Cl)Cl (phosphoryl chloride). Reaction conditions: temperature 90 celsius. Yields the product ClC=1C(=NC(=C(C(=O)OC)C1)C1=CC(=CC=C1)F)Cl (Methyl 5,6-dichloro-2-(3-fluorophenyl)nicotinate). Isolated yield 75.0%. Reaction SMILES: [Cl:1][C:2]1[CH:3]=[N+:4]([O-])[C:5]([C:12]2[CH:17]=[CH:16][CH:15]=[C:14]([F:18])[CH:13]=2)=[C:6]([CH:11]=1)[C:7]([O:9][CH3:10])=[O:8].P(Cl)(Cl)([Cl:22])=O>>[Cl:1][C:2]1[C:3]([Cl:22])=[N:4][C:5]([C:12]2[CH:17]=[CH:16][CH:15]=[C:14]([F:18])[CH:13]=2)=[C:6]([CH:11]=1)[C:7]([O:9][CH3:10])=[O:8]. Procedure: Methyl 5-chloro-2-(3-fluorophenyl)nicotinate 1-oxide (3.0 g, 11 mmol) was stirred in phosphoryl chloride (30 mL) and heated at 90° C. for 1 hour. Evaporation and purification by flash column chromatography using ethyl acetate in hexanes (0-20%) gave the desired compound (2.4 g, 75%). LCMS calculated for C13H9Cl2FNO2 (M+H)+: m/z=300.0, 302.0. found: 299.8, 301.8. 1H NMR (300 MHz, CDCl3): δ 8.23 (s, 1H), 7.40 (m, 2H), 7.22 (m, 1H), 7.17 (m, 1H), 3.73 (s, 3H). The reactants are C([O-])([O-])=O.[K+].[K+] (potassium carbonate), C(CCCCCCC)N (n-octylamine), C1=C(C=CC2=CC=CC=C12)OCCCl (2-(2-naphthyloxy)-1-chloroethane). Solvent: CS(=O)C (DMSO), O (water). Conditions: temperature 140 celsius. Yields the product C(CCCCCCC)NCCOC1=CC2=CC=CC=C2C=C1 (N-(n-octyl)-2-(napthalen-2-yloxy)ethylamine). RXN SMILES: C(=O)([O-])[O-].[K+].[K+].[CH2:7]([NH2:15])[CH2:8][CH2:9][CH2:10][CH2:11][CH2:12][CH2:13][CH3:14].[CH:16]1[C:25]2[C:20](=[CH:21][CH:22]=[CH:23][CH:24]=2)[CH:19]=[CH:18][C:17]=1[O:26][CH2:27][CH2:28]Cl>CS(C)=O.O>[CH2:7]([NH:15][CH2:28][CH2:27][O:26][C:17]1[CH:18]=[CH:19][C:20]2[C:25](=[CH:24][CH:23]=[CH:22][CH:21]=2)[CH:16]=1)[CH2:8][CH2:9][CH2:10][CH2:11][CH2:12][CH2:13][CH3:14] |f:0.1.2|. Procedure details: A mixture of anhydrous potassium carbonate (10 gm, in excess) and n-octylamine (0.37 ml, 0.003 mole) was taken in dry DMSO (40 ml). Now 2-(2-naphthyloxy)-1-chloroethane (0.5 gm, 0.002 mole) was added in it. Reaction mixture was refluxed at 140° C. for 7 hrs and the reaction was completed as checked by TLC. Reaction mixture was poured in distilled water (60 ml) and extracted with ethyl acetate thrice. The organic layer was separated and concentrated to get oily compound which was later crystalliz... Starting materials: 4, [N+](=O)([O-])C1=C2CN(C(C2=CC=C1)=O)C1C(NC(CC1)=O)=O (3-(4-nitro-1-oxo-1,3 dihydro-isoindol-2-yl)-piperidine-2,6-dione), [H][H] (hydrogen). Reagents/catalysts: [Pd] (Pd/C). The solvent is CN(C)C=O (DMF). Run at temperature 30 celsius. Yields the product C=1C=C2C(=C(C1)N)CN(C2=O)C3CCC(=O)NC3=O (Lenalidomide). RXN SMILES: [N+:1]([C:4]1[CH:12]=[CH:11][CH:10]=[C:9]2[C:5]=1[CH2:6][N:7]([CH:14]1[CH2:19][CH2:18][C:17](=[O:20])[NH:16][C:15]1=[O:21])[C:8]2=[O:13])([O-])=O.[H][H]>[Pd].CN(C=O)C>[CH:11]1[CH:10]=[C:9]2[C:8](=[O:13])[N:7]([CH:14]3[C:15](=[O:21])[NH:16][C:17](=[O:20])[CH2:18][CH2:19]3)[CH2:6][C:5]2=[C:4]([NH2:1])[CH:12]=1. Reported procedure: Into a 5.0 L 4 necked RB flask, charged 100.0 g of 3-(4-nitro-1-oxo-1,3 dihydro-isoindol-2-yl)-piperidine-2,6-dione, 10.0 g of 10% Pd/C and 3200 ml of DMF under nitrogen atmosphere. Stirred the mass and raise the reaction mass temperature to 60 -65° C. Started the hydrogen gas bubbling into reaction mass at temperature 60-65° C. for 6 hours. The progress of the reaction is monitored by TLC. Cooled the mass to temperature 25to 30° C. Filtered the catalyst Pd/C under plant vacuum in the presence o... The reactants are Cc1cc(C)c(C=C2C(=O)N(CO)c3ccccc32)[nH]1, [Cl-], C[N+](C)(C)CC(=O)Cl. Yields the product Cc1cc(C)c(C=C2C(=O)N(COC(=O)C[N+](C)(C)C)c3ccccc32)[nH]1, [Cl-]. RXN SMILES: [CH3:10][c:11]1[c:12]([CH:17]=[C:18]2[C:19](=[O:29])[N:20]([CH2:27][OH:28])[c:21]3[cH:22][cH:23][cH:24][cH:25][c:26]32)[nH:13][c:14]([CH3:16])[cH:15]1.[Cl-:1].[Cl:2][C:3]([CH2:4][N+:5]([CH3:6])([CH3:7])[CH3:8])=[O:9]>>[C:3]([CH2:4][N+:5]([CH3:6])([CH3:7])[CH3:8])(=[O:9])[O:28][CH2:27][N:20]1[C:19](=[O:29])[C:18](=[CH:17][c:12]2[c:11]([CH3:10])[cH:15][c:14]([CH3:16])[nH:13]2)[c:26]2[c:21]1[cH:22][cH:23][cH:24][cH:25]2.[Cl-:2]. Reactants: COCCOC, Cc1ccccc1, CCOC(=O)c1cc(I)c(C)n(-c2cccc(C(F)(F)F)c2)c1=O, CCCC[Sn](CCCC)(CCCC)c1ccccc1, c1ccc(P(c2ccccc2)(c2ccccc2)[Pd](P(c2ccccc2)(c2ccccc2)c2ccccc2)(P(c2ccccc2)(c2ccccc2)c2ccccc2)P(c2ccccc2)(c2ccccc2)c2ccccc2)cc1. Product: CCOC(=O)c1cc(-c2ccccc2)c(C)n(-c2cccc(C(F)(F)F)c2)c1=O. RXN SMILES: [CH3:128][O:129][CH2:130][CH2:131][O:132][CH3:133].[CH3:44][c:45]1[cH:46][cH:47][cH:48][cH:49][cH:50]1.[I:1][c:2]1[cH:3][c:4]([C:20](=[O:21])[O:22][CH2:23][CH3:24])[c:5](=[O:19])[n:6](-[c:9]2[cH:10][c:11]([C:15]([F:16])([F:17])[F:18])[cH:12][cH:13][cH:14]2)[c:7]1[CH3:8].[c:25]1([Sn:31]([CH2:32][CH2:33][CH2:34][CH3:35])([CH2:36][CH2:37][CH2:38][CH3:39])[CH2:40][CH2:41][CH2:42][CH3:43])[cH:26][cH:27][cH:28][cH:29][cH:30]1.[cH:51]1[cH:52][cH:53][c:54]([P:55]([Pd:56]([P:57]([c:58]2[cH:59][cH:60][cH:61][cH:62][cH:63]2)([c:64]2[cH:65][cH:66][cH:67][cH:68][cH:69]2)[c:70]2[cH:71][cH:72][cH:73][cH:74][cH:75]2)([P:76]([c:77]2[cH:78][cH:79][cH:80][cH:81][cH:82]2)([c:83]2[cH:84][cH:85][cH:86][cH:87][cH:88]2)[c:89]2[cH:90][cH:91][cH:92][cH:93][cH:94]2)[P:95]([c:96]2[cH:97][cH:98][cH:99][cH:100][cH:101]2)([c:102]2[cH:103][cH:104][cH:105][cH:106][cH:107]2)[c:108]2[cH:109][cH:110][cH:111][cH:112][cH:113]2)([c:114]2[cH:115][cH:116][cH:117][cH:118][cH:119]2)[c:120]2[cH:121][cH:122][cH:123][cH:124][cH:125]2)[cH:126][cH:127]1>>[c:2]1(-[c:25]2[cH:26][cH:27][cH:28][cH:29][cH:30]2)[cH:3][c:4]([C:20](=[O:21])[O:22][CH2:23][CH3:24])[c:5](=[O:19])[n:6](-[c:9]2[cH:10][c:11]([C:15]([F:16])([F:17])[F:18])[cH:12][cH:13][cH:14]2)[c:7]1[CH3:8].